The task is: describe an organic reaction: reactants, conditions, products, and yield. This data is from the Open Reaction Database (ORD), a public repository of structured organic reaction records. Starting materials: C[Si](C)(C)N=C=O, Cl, CC(=O)OCC1OC(Oc2cccc3occ(CCc4ccc(N)cc4)c23)C(OC(C)=O)C(OC(C)=O)C1OC(C)=O, C1CCOC1, O. The product is CC(=O)OCC1OC(Oc2cccc3occ(CCc4ccc(NC(N)=O)cc4)c23)C(OC(C)=O)C(OC(C)=O)C1OC(C)=O. Reaction SMILES: [CH3:43][Si:44]([CH3:45])([CH3:46])[N:47]=[C:48]=[O:49].[ClH:51].[NH2:1][c:2]1[cH:3][cH:4][c:5]([CH2:8][CH2:9][c:10]2[cH:11][o:12][c:13]3[c:14]2[c:15]([O:19][CH:20]2[CH:21]([O:22][C:23]([CH3:24])=[O:25])[CH:26]([O:27][C:28]([CH3:29])=[O:30])[CH:31]([O:32][C:33]([CH3:34])=[O:35])[CH:36]([CH2:38][O:39][C:40]([CH3:41])=[O:42])[O:37]2)[cH:16][cH:17][cH:18]3)[cH:6][cH:7]1.[O:52]1[CH2:53][CH2:54][CH2:55][CH2:56]1.[OH2:50]>>[NH:1]([c:2]1[cH:3][cH:4][c:5]([CH2:8][CH2:9][c:10]2[cH:11][o:12][c:13]3[c:14]2[c:15]([O:19][CH:20]2[CH:21]([O:22][C:23]([CH3:24])=[O:25])[CH:26]([O:27][C:28]([CH3:29])=[O:30])[CH:31]([O:32][C:33]([CH3:34])=[O:35])[CH:36]([CH2:38][O:39][C:40]([CH3:41])=[O:42])[O:37]2)[cH:16][cH:17][cH:18]3)[cH:6][cH:7]1)[C:48]([NH2:47])=[O:49].